This data is from the Open Reaction Database (ORD), a public repository of structured organic reaction records. The task is: describe an organic reaction: reactants, conditions, products, and yield The reactants are C1CCOC1, COC(=O)c1cc(Cl)ccc1NC(=O)C(=O)NC(c1ccccc1)c1ccccc1, [Na+], [OH-]. Product: O=C(Nc1ccc(Cl)cc1C(=O)O)C(=O)NC(c1ccccc1)c1ccccc1. As a reaction SMILES: [CH2:33]1[O:34][CH2:35][CH2:36][CH2:37]1.[CH:1]([c:2]1[cH:3][cH:4][cH:5][cH:6][cH:7]1)([c:8]1[cH:9][cH:10][cH:11][cH:12][cH:13]1)[NH:14][C:15]([C:16](=[O:17])[NH:18][c:19]1[c:20]([C:21](=[O:22])[O:23][CH3:24])[cH:25][c:26]([Cl:29])[cH:27][cH:28]1)=[O:30].[Na+:32].[OH-:31]>>[CH:1]([c:2]1[cH:3][cH:4][cH:5][cH:6][cH:7]1)([c:8]1[cH:9][cH:10][cH:11][cH:12][cH:13]1)[NH:14][C:15]([C:16](=[O:17])[NH:18][c:19]1[c:20]([C:21](=[O:22])[OH:23])[cH:25][c:26]([Cl:29])[cH:27][cH:28]1)=[O:30]. Reactants: C(CC(C)C)N1C(=CC(=C1)C(CC(C)C)=O)C(=O)C=1C=CC(=C(C1)CCC(=O)OCCC(C)C)OCCC(C)C (isopentyl 3-[5-{[1-isopentyl-4-(3-methylbutanoyl)-1H-pyrrol-2-yl]carbonyl}-2-(isopentyloxy)phenyl]propanoate), [OH-].[Na+] (sodium hydroxide), O (Water), Cl (hydrochloric acid). The solvent is C(C)O (ethanol), C(Cl)(Cl)Cl (chloroform). Conditions: temperature 50 celsius, time 1 hour. Product: C(CC(C)C)N1C(=CC(=C1)C(CC(C)C)=O)C(=O)C=1C=CC(=C(C1)CCC(=O)O)OCCC(C)C (3-[5-{[1-isopentyl-4-(3-methylbutanoyl)-1H-pyrrol-2-yl]carbonyl}-2-(isopentyloxy)phenyl]propanoic acid). Yield: 95.7%. As a reaction SMILES: [CH2:1]([N:6]1[CH:10]=[C:9]([C:11](=[O:16])[CH2:12][CH:13]([CH3:15])[CH3:14])[CH:8]=[C:7]1[C:17]([C:19]1[CH:20]=[CH:21][C:22]([O:35][CH2:36][CH2:37][CH:38]([CH3:40])[CH3:39])=[C:23]([CH2:25][CH2:26][C:27]([O:29]CCC(C)C)=[O:28])[CH:24]=1)=[O:18])[CH2:2][CH:3]([CH3:5])[CH3:4].[OH-].[Na+].O.Cl>C(O)C.C(Cl)(Cl)Cl>[CH2:1]([N:6]1[CH:10]=[C:9]([C:11](=[O:16])[CH2:12][CH:13]([CH3:15])[CH3:14])[CH:8]=[C:7]1[C:17]([C:19]1[CH:20]=[CH:21][C:22]([O:35][CH2:36][CH2:37][CH:38]([CH3:40])[CH3:39])=[C:23]([CH2:25][CH2:26][C:27]([OH:29])=[O:28])[CH:24]=1)=[O:18])[CH2:2][CH:3]([CH3:5])[CH3:4] |f:1.2|. Procedure: To a solution of 0.67 g of isopentyl 3-[5-{[1-isopentyl-4-(3-methylbutanoyl)-1H-pyrrol-2-yl]carbonyl}-2-(isopentyloxy)phenyl]propanoate in 14 ml of ethanol is added 3.6 ml of 1 mol/L sodium hydroxide solution. The mixture thus obtained is stirred at 50° C. for one hour. Water and chloroform are added to the reaction mixture, pH is adjusted to 2 with 6 mol/L hydrochloric acid, and the organic layer is separated. The organic layer is washed with water and saturated aqueous solution of sodium chlor... The reactants are C1(=CC=CC=C1)C=1N=CNC1 (4-phenyl-1H-imidazole), C([O-])([O-])=O.[Cs+].[Cs+] (cesium carbonate), IC (iodomethane). The solvent is CCOC(=O)C (EtOAc), CN(C)C=O (DMF). Conditions: time 5 hour. Yields the product CN1C=NC(=C1)C1=CC=CC=C1 (1-methyl-4-phenyl-1H-imidazole). RXN SMILES: [C:1]1([C:7]2[N:8]=[CH:9][NH:10][CH:11]=2)[CH:6]=[CH:5][CH:4]=[CH:3][CH:2]=1.[C:12](=O)([O-])[O-].[Cs+].[Cs+].IC>CN(C=O)C.CCOC(C)=O>[CH3:12][N:10]1[CH:11]=[C:7]([C:1]2[CH:2]=[CH:3][CH:4]=[CH:5][CH:6]=2)[N:8]=[CH:9]1 |f:1.2.3|. Procedure: To a solution of 4-phenyl-1H-imidazole 41 (2.01 g, 13.9 mmol) in DMF (30 mL) containing cesium carbonate (6.05 g, 18.6 mmol) at room temperature was added iodomethane (0.950 mL, 15.3 mmol). The reaction mixture was stirred at room temperature for 5 h, diluted with EtOAc, washed with water (1×), brine (1×), dried over MgSO4, filtered, and concentrated. Purification by flash column chromatography on silica gel (70% to 100% EtOAc in hexanes) gave 1-methyl-4-phenyl-1H-imidazole 42. Mass spectrum: ca... Starting materials: C(C(=C)C)(=O)OC(C)(C)C (tert-butyl methacrylate), Formula 3d, S1C=CC=C1 (thiophene). Solvent: O1CCCC1 (tetrahydrofuran). Run at temperature 700 celsius, time 24 hour. The product is CC1(C2C=CC(C1)S2)C(=O)OC(C)(C)C (1,1-dimethylethyl 2-methyl-7-thiabicyclo[2.2.1]hept-5-ene-2-carboxylate), Formula 125. The yield is 50.0%. As a reaction SMILES: [C:1]([O:6][C:7]([CH3:10])([CH3:9])[CH3:8])(=[O:5])[C:2]([CH3:4])=[CH2:3].[S:11]1[CH:15]=[CH:14][CH:13]=[CH:12]1>O1CCCC1>[CH3:3][C:2]1([C:1]([O:6][C:7]([CH3:10])([CH3:9])[CH3:8])=[O:5])[CH2:4][CH:12]2[S:11][CH:15]1[CH:14]=[CH:13]2. Procedure: In tetrahydrofuran solvent (500 g), tert-butyl methacrylate (1.2 mole) of Chemical Formula 3d below and thiophene (1.0 mole) are dissolved, and the solution is introduced into a 2-liter flask. After stirring at 700° C., 10 atm for 24 hours, the solvent and excess amount of tert-butyl methacrylate are removed by using a rotary evaporator. The residue is distilled in vacuo to obtain pure 1,1-dimethylethyl 2-methyl-7-thiabicyclo[2.2.1]hept-5-ene-2-carboxylate of Chemical Formula 125 (yield: 50%). RXN SMILES: [OH-].[Na+].C([O:5][C:6](=[O:37])[CH2:7][C@@H:8]([C:15]1[CH:20]=[CH:19][C:18]([O:21][CH2:22][C:23]2[CH:24]=[C:25]([C:29]3[CH:34]=[CH:33][C:32]([Cl:35])=[CH:31][C:30]=3[CH3:36])[CH:26]=[CH:27][CH:28]=2)=[CH:17][CH:16]=1)[C:9]1[N:10]([CH3:14])[CH:11]=[CH:12][N:13]=1)C.Cl>CCO>[Cl:35][C:32]1[CH:33]=[CH:34][C:29]([C:25]2[CH:26]=[CH:27][CH:28]=[C:23]([CH2:22][O:21][C:18]3[CH:17]=[CH:16][C:15]([C@@H:8]([C:9]4[N:10]([CH3:14])[CH:11]=[CH:12][N:13]=4)[CH2:7][C:6]([OH:37])=[O:5])=[CH:20][CH:19]=3)[CH:24]=2)=[C:30]([CH3:36])[CH:31]=1 |f:0.1|. Run at time 4 hour. Product: ClC1=CC(=C(C=C1)C1=CC(=CC=C1)COC1=CC=C(C=C1)[C@H](CC(=O)O)C=1N(C=CN1)C)C ((S)-3-[4-(4′-Chloro-2′-methyl-biphenyl-3-ylmethoxy)-phenyl]-3-(1-methyl-1H-imidazol-2-yl)-propionic acid). The solvent is CCO (EtOH). Reported procedure: 10% NaOH (aq) (1 mL) was added to a solution of (S)-ethyl 3-(4-[3-(4-chloro-2-methylphenyl)benzyloxy]phenyl)-3-(1-methyl-1H-imidazol-2-yl)propanoate (9.10) (49 mg, 0.1 mmol) in EtOH (2 mL). The reaction mixture was stirred at room temperature for 4 hours. 1N HCl was added to neutralize the mixture to pH 6-7. The mixture was extracted with EtOAc (2×20 mL), washed with water and brine, dried over Na2SO4, filtered and concentrated under reduced pressure. The residue was flash chromatographed (silic... Reactants: [OH-].[Na+] (NaOH), C(C)OC(C[C@H](C=1N(C=CN1)C)C1=CC=C(C=C1)OCC=1C=C(C=CC1)C1=C(C=C(C=C1)Cl)C)=O ((S)-3-[4-(4′-Chloro-2′-methyl-biphenyl-3-ylmethoxy)-phenyl]-3-(1-methyl-1H-imidazol-2-yl)-propionic acid ethyl ester), Cl (HCl).